describe an organic reaction: reactants, conditions, products, and yield From a dataset of the Open Reaction Database (ORD), a public repository of structured organic reaction records. Reactants: B(Br)(Br)Br (BBr3), C1(CCCC1)N1C(C2=CC(=CC=C2CC1)OC)=O (2-cyclopentyl-7-methoxy-3,4-dihydroisoquinolin-1(2H)-one). Run in C1=CC=CC=C1 (benzene). The product is C1(CCCC1)N1C(C2=CC(=CC=C2CC1)O)=O (2-cyclopentyl-7-hydroxy-3,4-dihydroisoquinolin-1(2H)-one). Isolated yield 65.8%. RXN SMILES: B(Br)(Br)Br.[CH:5]1([N:10]2[CH2:19][CH2:18][C:17]3[C:12](=[CH:13][C:14]([O:20]C)=[CH:15][CH:16]=3)[C:11]2=[O:22])[CH2:9][CH2:8][CH2:7][CH2:6]1>C1C=CC=CC=1>[CH:5]1([N:10]2[CH2:19][CH2:18][C:17]3[C:12](=[CH:13][C:14]([OH:20])=[CH:15][CH:16]=3)[C:11]2=[O:22])[CH2:6][CH2:7][CH2:8][CH2:9]1. Reported procedure: BBr3 (1.836 g, 7.35 mmol) was added dropwise to a solution of 2-cyclopentyl-7-methoxy-3,4-dihydroisoquinolin-1(2H)-one (0.600 g, 2.45 mmol) in benzene (50 mL) at 0° C. The mixture was gradually warmed to room temperature and then heated at 80° C. for 30 min. The reaction mixture was then cooled to room temperature and carefully quenched with H2O. The resulting mixture was then heated at reflux for 1 hour and then cooled. Extraction with ethyl acetate and removal of the solvent in vacuo, followed... The reactants are CC(C)C(NC(=O)OCC1c2ccccc2-c2ccccc21)C(=O)O, CN(C)c1ccncc1, C(=NC1CCCCC1)=NC1CCCCC1, ClCCl, O=C(C=CC(O)CO)OCc1ccccc1. The product is CC(C)C(NC(=O)OCC1c2ccccc2-c2ccccc21)C(=O)OCC(O)C=CC(=O)OCc1ccccc1. Reaction SMILES: [C:17](=[O:18])([O:19][CH2:20][CH:21]1[c:22]2[cH:23][cH:24][cH:25][cH:26][c:27]2-[c:28]2[cH:29][cH:30][cH:31][cH:32][c:33]21)[NH:34][CH:35]([CH:36]([CH3:37])[CH3:38])[C:39](=[O:40])[OH:41].[CH3:57][N:58]([c:59]1[cH:60][cH:61][n:62][cH:63][cH:64]1)[CH3:65].[CH:42]1([N:43]=[C:44]=[N:45][CH:46]2[CH2:47][CH2:48][CH2:49][CH2:50][CH2:51]2)[CH2:52][CH2:53][CH2:54][CH2:55][CH2:56]1.[Cl:66][CH2:67][Cl:68].[OH:1][CH:2]([CH:3]=[CH:4][C:5](=[O:6])[O:7][CH2:8][c:9]1[cH:10][cH:11][cH:12][cH:13][cH:14]1)[CH2:15][OH:16]>>[OH:1][CH:2]([CH:3]=[CH:4][C:5](=[O:6])[O:7][CH2:8][c:9]1[cH:10][cH:11][cH:12][cH:13][cH:14]1)[CH2:15][O:16][C:39]([CH:35]([NH:34][C:17](=[O:18])[O:19][CH2:20][CH:21]1[c:22]2[cH:23][cH:24][cH:25][cH:26][c:27]2-[c:28]2[cH:29][cH:30][cH:31][cH:32][c:33]21)[CH:36]([CH3:37])[CH3:38])=[O:40]. Starting materials: Brc1ccccc1-c1ccccc1, CC(C)n1ccnc1. The reagents and catalysts are CC(C)(C)c1ccc(-c2ccc(C(C)(C)C)cc2)cc1 (4,4'-di-tert-butylbiphenyl), CC(C)(C)C(=O)[O-].[K+] (KOPiv), Cl[Pd]CC=C.C=CC[Pd]Cl ([Pd(allyl)Cl]2), CN(C)c1ccc(P(C2CCCCC2)C2CCCCC2)cc1 (A-caPhos). Solvent: CC(=O)N(C)C (DMA), CC(=O)N(C)C (DMA), CC(=O)N(C)C (DMA). Conditions: temperature 120 celsius, time 24 hour. Product: CC(C)n1cncc1-c1ccccc1-c1ccccc1. Isolated yield 0.2%. Starting materials: Cc1cccc(C(=O)N(N)C(C)(C)C)c1, Cc1ccccc1, [Na+], [OH-], CCC(C)C(C(=O)Cl)c1ccccc1. The product is CCC(C)C(C(=O)NN(C(=O)c1cccc(C)c1)C(C)(C)C)c1ccccc1. RXN SMILES: [C:1]([CH3:2])([CH3:3])([CH3:4])[N:5]([NH2:6])[C:7](=[O:8])[c:9]1[cH:10][c:11]([CH3:15])[cH:12][cH:13][cH:14]1.[CH3:30][c:31]1[cH:32][cH:33][cH:34][cH:35][cH:36]1.[Na+:38].[OH-:37].[c:16]1([CH:22]([C:23](=[O:24])[Cl:25])[CH:26]([CH2:27][CH3:28])[CH3:29])[cH:17][cH:18][cH:19][cH:20][cH:21]1>>[C:1]([CH3:2])([CH3:3])([CH3:4])[N:5]([NH:6][C:23]([CH:22]([c:16]1[cH:17][cH:18][cH:19][cH:20][cH:21]1)[CH:26]([CH2:27][CH3:28])[CH3:29])=[O:24])[C:7](=[O:8])[c:9]1[cH:10][c:11]([CH3:15])[cH:12][cH:13][cH:14]1.